From a dataset of the Open Reaction Database (ORD), a public repository of structured organic reaction records. describe an organic reaction: reactants, conditions, products, and yield The reactants are CC(C)(O)COCc1cccc(Br)n1, CCC(C)(C)O, [K+], [K+], CS(=O)(=O)c1ccc(-c2cc(C(N)=O)c(N)s2)cc1, O=C([O-])[O-]. Yields the product CC(C)(O)COCc1cccc(Nc2sc(-c3ccc(S(C)(=O)=O)cc3)cc2C(N)=O)n1. Reaction SMILES: [Br:20][c:21]1[cH:22][cH:23][cH:24][c:25]([CH2:27][O:28][CH2:29][C:30]([CH3:31])([OH:32])[CH3:33])[n:26]1.[C:40]([OH:41])([CH2:42][CH3:43])([CH3:44])[CH3:45].[K+:34].[K+:35].[NH2:1][c:2]1[s:3][c:4](-[c:10]2[cH:11][cH:12][c:13]([S:16](=[O:17])(=[O:18])[CH3:19])[cH:14][cH:15]2)[cH:5][c:6]1[C:7](=[O:8])[NH2:9].[O-:36][C:37]([O-:38])=[O:39]>>[NH:1]([c:2]1[s:3][c:4](-[c:10]2[cH:11][cH:12][c:13]([S:16](=[O:17])(=[O:18])[CH3:19])[cH:14][cH:15]2)[cH:5][c:6]1[C:7](=[O:8])[NH2:9])[c:21]1[cH:22][cH:23][cH:24][c:25]([CH2:27][O:28][CH2:29][C:30]([CH3:31])([OH:32])[CH3:33])[n:26]1. Reactants: Cl (hydrochloric acid), COC(=O)C=1C=C2C(CC(NC2=CC1)C1=C(C=CC(=C1)Br)Cl)(C)C (2-(5-bromo-2-chloro-phenyl)-4,4-dimethyl-1,2,3,4-tetrahydro-quinoline-6-carboxylic acid methyl ester), [OH-].[Na+] (sodium hydroxide). Solvent: CO (methanol), O1CCCC1 (tetrahydrofuran), O (water). Run at temperature 60 celsius, time 6 hour. Product: BrC=1C=CC(=C(C1)C1NC2=CC=C(C=C2C(C1)(C)C)C(=O)O)Cl (2-(5-bromo-2-chloro-phenyl)-4,4-dimethyl-1,2,3,4-tetrahydro-quinoline-6-carboxylic acid). The yield is 98.9%. As a reaction SMILES: C[O:2][C:3]([C:5]1[CH:6]=[C:7]2[C:12](=[CH:13][CH:14]=1)[NH:11][CH:10]([C:15]1[CH:20]=[C:19]([Br:21])[CH:18]=[CH:17][C:16]=1[Cl:22])[CH2:9][C:8]2([CH3:24])[CH3:23])=[O:4].[OH-].[Na+].Cl>CO.O1CCCC1.O>[Br:21][C:19]1[CH:18]=[CH:17][C:16]([Cl:22])=[C:15]([CH:10]2[CH2:9][C:8]([CH3:24])([CH3:23])[C:7]3[C:12](=[CH:13][CH:14]=[C:5]([C:3]([OH:4])=[O:2])[CH:6]=3)[NH:11]2)[CH:20]=1 |f:1.2|. Procedure details: To a stirred mixture solution of 2-(5-bromo-2-chloro-phenyl)-4,4-dimethyl-1,2,3,4-tetrahydro-quinoline-6-carboxylic acid methyl ester (1.5 g, 3.56 mmol) in methanol (20 mL) and tetrahydrofuran (20 mL) was added 30% sodium hydroxide in water (10 mL). The reaction mixture was stirred at 60° C. for 6 h. The mixture was neutralized with a 3 N aqueous hydrochloric acid solution and extracted with ethyl acetate (2×100 mL), washed with water, dried over anhydrous sodium sulfate and then concentrated in... The reactants are COC[C@@H](OC=1C=C(C=C(C1)OC=1C=NC(=CC1)S(=O)(=O)C)C1=CC=C(N1)C(=O)O)C (5-(3-[(1S)-2-Methoxy-1-methylethoxy]-5-{[6-(methylsulfonyl)pyridin-3-yl]oxy}phenyl)-1H-pyrrole-2-carboxylic acid), N[C@H]([C@H](O)C)CO (D-allo-threoninol), C=1C=CC2=C(C1)N=NN2O.O (HOBT•H2O), CN1CCOCC1 (N-methylmorpholine), CCN=C=NCCCN(C)C.Cl (WSCI•HCl). Run in CN(C=O)C (N,N-dimethylformamide), [Cl-].[Na+].O (brine). Conditions: time 5.5 hour. The product is O[C@@H]([C@H](CO)NC(=O)C=1NC(=CC1)C1=CC(=CC(=C1)OC=1C=NC(=CC1)S(=O)(=O)C)O[C@H](COC)C)C (N-[(1S,2R)-2-Hydroxy-1-(hydroxymethyl)propyl]-5-(3-[(1S)-2-methoxy-1-methylethoxy]-5-{[6-(methylsulfonyl)pyridin-3-yl]oxy}phenyl)-1H-pyrrole-2-carboxamide). Yield: 80.9%. RXN SMILES: [CH3:1][O:2][CH2:3][C@H:4]([CH3:31])[O:5][C:6]1[CH:7]=[C:8]([C:23]2[NH:27][C:26]([C:28]([OH:30])=O)=[CH:25][CH:24]=2)[CH:9]=[C:10]([O:12][C:13]2[CH:14]=[N:15][C:16]([S:19]([CH3:22])(=[O:21])=[O:20])=[CH:17][CH:18]=2)[CH:11]=1.[NH2:32][C@@H:33]([CH2:37][OH:38])[C@@H:34]([CH3:36])[OH:35].C1C=CC2N(O)N=NC=2C=1.O.CN1CCOCC1.CCN=C=NCCCN(C)C.Cl>CN(C)C=O.[Cl-].[Na+].O>[OH:35][C@H:34]([CH3:36])[C@@H:33]([NH:32][C:28]([C:26]1[NH:27][C:23]([C:8]2[CH:9]=[C:10]([O:12][C:13]3[CH:14]=[N:15][C:16]([S:19]([CH3:22])(=[O:20])=[O:21])=[CH:17][CH:18]=3)[CH:11]=[C:6]([O:5][C@@H:4]([CH3:31])[CH2:3][O:2][CH3:1])[CH:7]=2)=[CH:24][CH:25]=1)=[O:30])[CH2:37][OH:38] |f:2.3,5.6,8.9.10|. Reported procedure: 5-(3-[(1S)-2-Methoxy-1-methylethoxy]-5-{[6-(methylsulfonyl)pyridin-3-yl]oxy}phenyl)-1H-pyrrole-2-carboxylic acid (1.47 g, 3.29 mmol) synthesized in Example (78k), commercially available D-allo-threoninol (0.52 g, 4.94 mmol), HOBT•H2O (0.49 g, 3.62 mmol) and N-methylmorpholine (0.72 mL, 6.58 mmol) were dissolved in N,N-dimethylformamide (10 mL), and WSCI•HCl (0.76 g, 3.95 mmol) was added at room temperature, followed by stirring for 5.5 hours under nitrogen atmosphere. To the reaction solution, s... Reactants: C(C1=CC=CC=C1)OC=1C(=CC=C2C=CC=NC12)CC(O)C1=CC=CC=C1 (2-[8-(benzyloxy)quinolin-7-yl]-1-phenylethanol), C([O-])(O)=O.[Na+] (sodium bicarbonate), O(C1=CC=CC=C1)CC#N (phenoxyacetonitrile), S(O)(O)(=O)=O (sulfuric acid). The solvent is O (water). Reaction conditions: time 16 hour. Product: O(C1=CC=CC=C1)CC(=O)NC(CC1=CC=C2C=CC=NC2=C1OS(O)(=O)=O)C1=CC=CC=C1 (sulfuric acid mono-{7-[2-(2-phenoxy-acetylamino)-2-phenyl-ethyl]-quinolin-8-yl}ester). As a reaction SMILES: C([O:8][C:9]1[C:10]([CH2:19][CH:20]([C:22]2[CH:27]=[CH:26][CH:25]=[CH:24][CH:23]=2)O)=[CH:11][CH:12]=[C:13]2[C:18]=1[N:17]=[CH:16][CH:15]=[CH:14]2)C1C=CC=CC=1.[O:28]([CH2:35][C:36]#[N:37])[C:29]1[CH:34]=[CH:33][CH:32]=[CH:31][CH:30]=1.[S:38](=O)(=[O:41])([OH:40])[OH:39].C(=O)(O)[O-:44].[Na+]>O>[O:28]([CH2:35][C:36]([NH:37][CH:20]([C:22]1[CH:23]=[CH:24][CH:25]=[CH:26][CH:27]=1)[CH2:19][C:10]1[C:9]([O:8][S:38](=[O:40])(=[O:39])[OH:41])=[C:18]2[C:13]([CH:14]=[CH:15][CH:16]=[N:17]2)=[CH:12][CH:11]=1)=[O:44])[C:29]1[CH:34]=[CH:33][CH:32]=[CH:31][CH:30]=1 |f:3.4|. Reported procedure: To a stirring solution of the 2-[8-(benzyloxy)quinolin-7-yl]-1-phenylethanol (0.302 mmol) in phenoxyacetonitrile (9.05 mmol, 30 eq.) at −10° C. was dropwise added conc. sulfuric acid (1.51 mmol, 5.0 eq.). On completion of addition, the reaction mixture was allowed to warm to room temperature and was stirred 16 h. The reaction was then diluted with ice that was allowed to melt and was then stirred 2 h. The mixture was next brought to pH=7 by the addition of saturated aqueous sodium bicarbonate so...